The task is: describe an organic reaction: reactants, conditions, products, and yield. This data is from the Open Reaction Database (ORD), a public repository of structured organic reaction records. Solvent: CO (methanol). The product is C(=O)(O)CCCC1=CC(=C(C(=C1C1CC(=CC(C1)=O)O)C)OC)C (5-(6-[3-(carboxy)propyl]-2,4-dimethyl-3-methoxyphenyl)-3-hydroxycyclohex-2-en-1-one). As a reaction SMILES: [CH:1]([C:6]1[C:11]([CH3:12])=[C:10]([O:13][CH3:14])[C:9]([CH3:15])=[CH:8][C:7]=1[CH2:16][CH2:17][CH2:18][C:19]([O:21]C)=[O:20])=[CH:2][C:3](=[O:5])[CH3:4].C(OC)(=O)[CH2:24][C:25](OC)=[O:26].[Na]>CO>[C:19]([CH2:18][CH2:17][CH2:16][C:7]1[C:6]([CH:1]2[CH2:24][C:25](=[O:26])[CH:4]=[C:3]([OH:5])[CH2:2]2)=[C:11]([CH3:12])[C:10]([O:13][CH3:14])=[C:9]([CH3:15])[CH:8]=1)([OH:21])=[O:20] |f:1.2,^1:31|. Reactants: C(=CC(C)=O)C1=C(C=C(C(=C1C)OC)C)CCCC(=O)OC (Methyl 4-(2-(but-1-en-3-one-1-yl)-3,5-dimethyl-4-methoxyphenyl)butyrate), C(CC(=O)OC)(=O)OC.[Na] (sodium dimethyl malonate). Procedure details: Methyl 4-(2-(but-1-en-3-one-1-yl)-3,5-dimethyl-4-methoxyphenyl)butyrate (5.0 g) and sodium dimethyl malonate (6 g equiv) were stirred and heated at reflux in dry methanol (60 ml) for 6 hr. The solvent was evaporated under reduced pressure and the residue was heated at reflux with a 10% excess of an aqueous potassium hydroxide solution (60 ml) for 8 hr. The cooled mixture was extracted with diethyl ether. The aqueous fraction was heated to 60° C. and was acidified by slow addition of a dilute aqu... Run at temperature 60 celsius. Reactants: C1CCOC1, CCO, [H][H], CC12CCC(O)CC1CCC1C2CCC2(C)C(C(=O)C=Cc3ccncc3)CCC12. Product: CC12CCC(O)CC1CCC1C2CCC2(C)C(C(=O)CCc3ccncc3)CCC12. Reaction SMILES: [CH2:31]1[O:32][CH2:33][CH2:34][CH2:35]1.[CH3:38][CH2:39][OH:40].[H:36][H:37].[OH:1][CH:2]1[CH2:3][CH:4]2[CH2:5][CH2:6][CH:7]3[CH:8]4[CH2:9][CH2:10][CH:11]([C:12]([CH:13]=[CH:14][c:15]5[cH:16][cH:17][n:18][cH:19][cH:20]5)=[O:21])[C:22]4([CH3:30])[CH2:23][CH2:24][CH:25]3[C:26]2([CH3:29])[CH2:27][CH2:28]1>>[OH:1][CH:2]1[CH2:3][CH:4]2[CH2:5][CH2:6][CH:7]3[CH:8]4[CH2:9][CH2:10][CH:11]([C:12]([CH2:13][CH2:14][c:15]5[cH:16][cH:17][n:18][cH:19][cH:20]5)=[O:21])[C:22]4([CH3:30])[CH2:23][CH2:24][CH:25]3[C:26]2([CH3:29])[CH2:27][CH2:28]1. The reactants are [O-][I+2]([O-])[O-], [K+], [Na+], Nc1ccnc(C2CCOCC2)c1, [OH-], O=S(=O)(O)O. Yields the product Nc1cc(C2CCOCC2)ncc1I. Reaction SMILES: [I+2:14]([O-:15])([O-:16])[O-:17].[K+:18].[Na+:20].[O:1]1[CH2:2][CH2:3][CH:4]([c:7]2[n:8][cH:9][cH:10][c:11]([NH2:13])[cH:12]2)[CH2:5][CH2:6]1.[OH-:19].[S:21](=[O:22])(=[O:23])([OH:24])[OH:25]>>[O:1]1[CH2:2][CH2:3][CH:4]([c:7]2[n:8][cH:9][c:10]([I:14])[c:11]([NH2:13])[cH:12]2)[CH2:5][CH2:6]1. The reactants are C(C)#N (acetonitrile), BrCC1=CC=C(C(=O)C2=CC=C(C=C2)F)C=C1 (4-bromomethyl-4'-fluorobenzophenone), CS.[Na] (sodium methylmercaptan), O (water). The solvent is C1(=CC=CC=C1)C (toluene). Product: FC1=CC=C(C(=O)C2=CC=C(C=C2)CSC)C=C1 (4-fluoro-4'-methylmercaptomethylbenzophenone). As a reaction SMILES: C(#N)C.Br[CH2:5][C:6]1[CH:20]=[CH:19][C:9]([C:10]([C:12]2[CH:17]=[CH:16][C:15]([F:18])=[CH:14][CH:13]=2)=[O:11])=[CH:8][CH:7]=1.[CH3:21][SH:22].[Na].O>C1(C)C=CC=CC=1>[F:18][C:15]1[CH:16]=[CH:17][C:12]([C:10]([C:9]2[CH:19]=[CH:20][C:6]([CH2:5][S:22][CH3:21])=[CH:7][CH:8]=2)=[O:11])=[CH:13][CH:14]=1 |f:2.3,^1:22|. Procedure: To an acetonitrile solution (200 ml) of 4-bromomethyl-4'-fluorobenzophenone (20 g), an aqueous 15% sodium methylmercaptan solution (60 ml) was added and the mixture was heated for 6 hours with refluxing. After the reaction mixture was restored to room temperature, water (500 ml) and toluene (300 ml) were added. The organic layer was separated, which was then successively washed with an aqueous 2N sodium hydroxide solution and water, and dried over anhydrous magnesium sulfate. After distilling of... The reactants are C(C)(=O)NC1=NC2=C(N1[C@@H]1[C@@H](OC(C)=O)[C@@H](OC(C)=O)[C@@H](O1)COC(C)=O)C=C(C(=C2)Cl)Cl (2-acetamido-5,6-dichloro-1-(2,3,5-tri-O-acetyl-beta-L-ribofuranosyl)-1H-benzimidazole), C([O-])([O-])=O.[Na+].[Na+] (sodium carbonate), N[C@]1([C@H](O[C@H]([C@@H]1O)C(O)Cl)N1C=NC2=C1C=C(C=C2)Cl)O (2-amino-5,6-dichloro-beta-L-ribofuranosyl-1H-benzimidazole). Reaction SMILES: [C:1]([NH:4][C:5]1[N:9]([C@H:10]2[O:22][C@@H:21]([CH2:23][O:24]C(=O)C)[C@H:16]([O:17]C(=O)C)[C@@H:11]2[O:12]C(=O)C)[C:8]2[CH:28]=[C:29]([Cl:33])[C:30]([Cl:32])=[CH:31][C:7]=2[N:6]=1)(=[O:3])[CH3:2].C(=O)([O-])[O-].[Na+].[Na+].N[C@]1(O)[C@@H](O)[C@H](C(Cl)O)O[C@@H]1N1C2C=C(Cl)C=CC=2N=C1>CO.C(O)C.O>[C:1]([NH:4][C:5]1[N:9]([C@H:10]2[O:22][C@@H:21]([CH2:23][OH:24])[C@H:16]([OH:17])[C@@H:11]2[OH:12])[C:8]2[CH:28]=[C:29]([Cl:33])[C:30]([Cl:32])=[CH:31][C:7]=2[N:6]=1)(=[O:3])[CH3:2] |f:1.2.3|. The product is C(C)(=O)NC1=NC2=C(N1[C@@H]1[C@@H](O)[C@@H](O)[C@@H](O1)CO)C=C(C(=C2)Cl)Cl (2-Acetamido-5,6-dichloro-1-(beta-L-ribofuranosyl)-1H-benzimidazole). Reaction conditions: time 24 hour. Procedure: A solution of 2-acetamido-5,6-dichloro-1-(2,3,5-tri-O-acetyl-beta-L-ribofuranosyl)-1H-benzimidazole (0.35 g, 0.75 mmol) in methanol (8 mL) and ethanol (8 mL) was combined with a solution of sodium carbonate (0.12 g, 1.1 mmol) in water (2 mL). The solution was stirred at rt for 24 h, then the methanol and ethanol were removed on the rotoevaporator. The solution was then extracted between ethyl acetate (2×150 mL) and saturated NaCl (20 mL). The organics were concentrated and purified by multiple c... The solvent is CO (methanol), C(C)O (ethanol), O (water). Reactants: COC(=O)c1ccc(CCc2ncccc2OCc2ccccc2)cc1, CCO, Cl, [Na+], [OH-]. Product: O=C(O)c1ccc(CCc2ncccc2OCc2ccccc2)cc1. RXN SMILES: [CH2:1]([c:2]1[cH:3][cH:4][cH:5][cH:6][cH:7]1)[O:8][c:9]1[c:10]([CH2:15][CH2:16][c:17]2[cH:18][cH:19][c:20]([C:21](=[O:22])[O:23][CH3:24])[cH:25][cH:26]2)[n:11][cH:12][cH:13][cH:14]1.[CH3:30][CH2:31][OH:32].[ClH:29].[Na+:28].[OH-:27]>>[CH2:1]([c:2]1[cH:3][cH:4][cH:5][cH:6][cH:7]1)[O:8][c:9]1[c:10]([CH2:15][CH2:16][c:17]2[cH:18][cH:19][c:20]([C:21](=[O:22])[OH:23])[cH:25][cH:26]2)[n:11][cH:12][cH:13][cH:14]1.